From a dataset of the Open Reaction Database (ORD), a public repository of structured organic reaction records. describe an organic reaction: reactants, conditions, products, and yield Reaction SMILES: [CH2:17]1[CH2:20][CH2:19][CH2:18][O:21]1.[CH2:1]([c:2]1[cH:3][cH:4][cH:5][cH:6][cH:7]1)[N:8]1[CH2:9][CH:10]([CH2:13][C:14](=[CH2:15])[CH3:16])[CH2:11][CH2:12]1.[CH3:23][CH2:24][O:25][C:26]([CH3:27])=[O:28].[O:29]=[Os:30](=[O:31])(=[O:32])=[O:33].[OH2:22]>>[CH2:1]([c:2]1[cH:3][cH:4][cH:5][cH:6][cH:7]1)[N:8]1[CH2:9][CH:10]([CH2:13][C:14]([CH3:16])=[O:21])[CH2:11][CH2:12]1. The product is CC(=O)CC1CCN(Cc2ccccc2)C1. The reactants are C1CCOC1, C=C(C)CC1CCN(Cc2ccccc2)C1, CCOC(C)=O, O=[Os](=O)(=O)=O, O. The reactants are NC=1SC[C@@]2(C3=CC(=CC=C3OC=3C(=CC(=CC23)O)F)Br)N1 ((S)-2-amino-7′-bromo-4′-fluoro-5H-spiro[thiazole-4,9′-xanthen]-2′-ol), FC1=NC=CC=C1B(O)O (2-fluoropyridin-3-ylboronic acid), C(CCC)[Sn](C1=NC=CC=N1)(CCCC)CCCC (2-(tributylstannyl)pyrimidine). Product: FC1=CC(=CC=2[C@]3(C4=CC(=CC=C4OC12)C=1C(=NC=CC1)F)N=C(SC3)N)C3=NC=CC=N3 ((S)-4′-fluoro-7′-(2-fluoropyridin-3-yl)-2′-(pyrimidin-2-yl)-5H-spiro[thiazole-4,9′-xanthen]-2-amine). RXN SMILES: [NH2:1][C:2]1[S:3][CH2:4][C@@:5]2([N:22]=1)[C:18]1[CH:17]=[C:16](O)[CH:15]=[C:14]([F:20])[C:13]=1[O:12][C:11]1[C:6]2=[CH:7][C:8](Br)=[CH:9][CH:10]=1.[F:23][C:24]1[C:29](B(O)O)=[CH:28][CH:27]=[CH:26][N:25]=1.C([Sn](CCCC)(CCCC)[C:38]1[N:43]=[CH:42][CH:41]=[CH:40][N:39]=1)CCC>>[F:20][C:14]1[C:13]2[O:12][C:11]3[C:6](=[CH:7][C:8]([C:29]4[C:24]([F:23])=[N:25][CH:26]=[CH:27][CH:28]=4)=[CH:9][CH:10]=3)[C@@:5]3([CH2:4][S:3][C:2]([NH2:1])=[N:22]3)[C:18]=2[CH:17]=[C:16]([C:38]2[N:43]=[CH:42][CH:41]=[CH:40][N:39]=2)[CH:15]=1. Procedure: The titled compound was synthesized by stpes analogous to those described in method AA22 above, but using (S)-2-amino-7′-bromo-4′-fluoro-5H-spiro[thiazole-4,9′-xanthen]-2′-ol (prepared as described in Method BB26 and Example 2 but using 7-bromo-4-fluoro-2-methoxy-9H-xanthen-9-one), 2-fluoropyridin-3-ylboronic acid and 2-(tributylstannyl)pyrimidine. MS m/z=460.0 [M+H]+. The reactants are CCOC(=O)C (EtOAc), C(C)SC1=CC=C(C(=O)O)C=C1 (4-(ethylthio)benzoic acid), C1=CN(C=N1)C(=O)N2C=CN=C2 (CDI), Cl.NCC=1C=C2C(N(C(C2=CC1)=O)C1(C(NC(CC1)=O)=O)C)=O (5-aminomethyl-2-(3-methyl-2,6-dioxo-piperidin-3-yl)-isoindole-1,3-dione hydrochloride). Solvent: CN(C=O)C (N,N-dimethylformamide). Reaction conditions: temperature 40 celsius, time 2 hour. The product is C(C)SC1=CC=C(C(=O)NCC=2C=C3C(N(C(C3=CC2)=O)C2(C(NC(CC2)=O)=O)C)=O)C=C1 (4-ethylsulfanyl-N-[2-(3-methyl-2,6-dioxo-piperidin-3-yl)-1,3-dioxo-2,3-dihydro-1H-isoindol-5-ylmethyl]-benzamide). Yield: 39.7%. Reaction SMILES: [CH2:1]([S:3][C:4]1[CH:12]=[CH:11][C:7]([C:8]([OH:10])=O)=[CH:6][CH:5]=1)[CH3:2].C1N=CN(C(N2C=NC=C2)=O)C=1.Cl.[NH2:26][CH2:27][C:28]1[CH:29]=[C:30]2[C:34](=[CH:35][CH:36]=1)[C:33](=[O:37])[N:32]([C:38]1([CH3:46])[CH2:43][CH2:42][C:41](=[O:44])[NH:40][C:39]1=[O:45])[C:31]2=[O:47].CCOC(C)=O>CN(C)C=O>[CH2:1]([S:3][C:4]1[CH:5]=[CH:6][C:7]([C:8]([NH:26][CH2:27][C:28]2[CH:29]=[C:30]3[C:34](=[CH:35][CH:36]=2)[C:33](=[O:37])[N:32]([C:38]2([CH3:46])[CH2:43][CH2:42][C:41](=[O:44])[NH:40][C:39]2=[O:45])[C:31]3=[O:47])=[O:10])=[CH:11][CH:12]=1)[CH3:2] |f:2.3|. Procedure: A stirred mixture of 4-(ethylthio)benzoic acid (0.36 g, 2.00 mmol) and CDI (0.34 g, 2.10 mmol) in N,N-dimethylformamide (20 mL) was heated to 40° C. under nitrogen. After 2 h, 5-aminomethyl-2-(3-methyl-2,6-dioxo-piperidin-3-yl)-isoindole-1,3-dione hydrochloride (0.670 g, 2.00 mmol) was added and the mixture was heated at 40° C. for 2 h. The mixture was cooled to rt and EtOAc (75 mL) was added. The organic layer was washed with sat. aq. NaHCO3 (3×100 mL) then concentrated in vacuo. The crude resi... The reactants are C([O-])([O-])=O.[Na+].[Na+] (sodium carbonate), ClC=1C=C(CBr)C=CC1Cl (3,4-dichlorobenzyl bromide), C([O-])([O-])=O.[K+].[K+] (potassium carbonate), COC([C@H](CC1=CC=C(C=C1)C1=CC=C(C=C1)OC)NC(=O)[C@H]1N(CC=2C=C3O[C@H](C(N(C3=CC2C1)C)=O)C1=CC=C(C=C1)O)[C@@H](CC)C1=CC=CC=C1)=O ((S)-2-{[(3S,7S)-3-(4-Hydroxy-phenyl)-1-methyl-2-oxo-6-((S)-1-phenyl-propyl)-2,3,5,6,7,8-hexahydro-1H-4-oxa-1,6-diaza-anthracene-7-carbonyl]-amino}-3-(4′-methoxy-biphenyl-4-yl)-propionic acid methyl ester). Run in CN(C)C=O (DMF). Reaction conditions: time 8 hour. Product: COC([C@H](CC1=CC=C(C=C1)C1=CC=C(C=C1)OC)NC(=O)[C@H]1N(CC=2C=C3O[C@H](C(N(C3=CC2C1)C)=O)C1=CC=C(C=C1)OCC1=CC(=C(C=C1)Cl)Cl)[C@@H](CC)C1=CC=CC=C1)=O ((S)-2-{[(3S,7S)-3-[4-(3,4-Dichloro-benzyloxy)-phenyl]-1-methyl-2-oxo-6-((S)-1-phenyl-propyl)-2,3,5,6,7,8-hexahydro-1H-4-oxa-1,6-diaza-anthracene-7-carbonyl]-amino}-3-(4′-methoxy-biphenyl-4-yl)-propionic acid methyl ester). Yield: 30.7%. As a reaction SMILES: [CH3:1][O:2][C:3](=[O:55])[C@@H:4]([NH:20][C:21]([C@@H:23]1[CH2:36][C:35]2[CH:34]=[C:33]3[C:28]([O:29][C@@H:30]([C:39]4[CH:44]=[CH:43][C:42]([OH:45])=[CH:41][CH:40]=4)[C:31](=[O:38])[N:32]3[CH3:37])=[CH:27][C:26]=2[CH2:25][N:24]1[C@H:46]([C:49]1[CH:54]=[CH:53][CH:52]=[CH:51][CH:50]=1)[CH2:47][CH3:48])=[O:22])[CH2:5][C:6]1[CH:11]=[CH:10][C:9]([C:12]2[CH:17]=[CH:16][C:15]([O:18][CH3:19])=[CH:14][CH:13]=2)=[CH:8][CH:7]=1.[Cl:56][C:57]1[CH:58]=[C:59]([CH:62]=[CH:63][C:64]=1[Cl:65])[CH2:60]Br.C(=O)([O-])[O-].[K+].[K+].C(=O)([O-])[O-].[Na+].[Na+]>CN(C=O)C>[CH3:1][O:2][C:3](=[O:55])[C@@H:4]([NH:20][C:21]([C@@H:23]1[CH2:36][C:35]2[CH:34]=[C:33]3[C:28]([O:29][C@@H:30]([C:39]4[CH:40]=[CH:41][C:42]([O:45][CH2:60][C:59]5[CH:62]=[CH:63][C:64]([Cl:65])=[C:57]([Cl:56])[CH:58]=5)=[CH:43][CH:44]=4)[C:31](=[O:38])[N:32]3[CH3:37])=[CH:27][C:26]=2[CH2:25][N:24]1[C@H:46]([C:49]1[CH:50]=[CH:51][CH:52]=[CH:53][CH:54]=1)[CH2:47][CH3:48])=[O:22])[CH2:5][C:6]1[CH:11]=[CH:10][C:9]([C:12]2[CH:13]=[CH:14][C:15]([O:18][CH3:19])=[CH:16][CH:17]=2)=[CH:8][CH:7]=1 |f:2.3.4,5.6.7|. Procedure: (S)-2-{[(3S,7S)-3-(4-Hydroxy-phenyl)-1-methyl-2-oxo-6-((S)-1-phenyl-propyl)-2,3,5,6,7,8-hexahydro-1H-4-oxa-1,6-diaza-anthracene-7-carbonyl]-amino}-3-(4′-methoxy-biphenyl-4-yl)-propionic acid methyl ester (64 mg, 0.087 mmol) was dissolved in 2 mL of DMF and 3,4-dichlorobenzyl bromide (0.43 mmol) and potassium carbonate (0.43 mmol) were added. The mixture was stirred at room temperature for 8 hours and was poured onto ethyl acetate and 10% sodium carbonate. The organic layer was washed with brine,... The reactants are NC=1SC(=CC1C(=O)N)C1=C(C=C(C=C1F)C(C)(C)O)F (2-Amino-5-[2,6-difluoro-4-(1-hydroxy-1-methylethyl)phenyl]thiophene-3-carboxamide), ClC1=CC=C2C(=N1)CN(C2=O)CCO (2-chloro-6-(2-hydroxyethyl)-6,7-dihydro-5H-pyrrolo[3,4-b]pyridin-5-one), C(=O)([O-])[O-].[K+].[K+] (K2CO3), CC(C)C1=CC(=C(C(=C1)C(C)C)C2=C(C=CC=C2)P(C3CCCCC3)C4CCCCC4)C(C)C (X-Phos), C(C)(C)(CC)O (tert-amyl alcohol). The reagents and catalysts are C=1C=CC(=CC1)/C=C/C(=O)/C=C/C2=CC=CC=C2.C=1C=CC(=CC1)/C=C/C(=O)/C=C/C2=CC=CC=C2.C=1C=CC(=CC1)/C=C/C(=O)/C=C/C2=CC=CC=C2.[Pd].[Pd] (Pd2dba3). Conditions: temperature 100 celsius, time 8 hour. The product is FC1=C(C(=CC(=C1)C(C)(C)O)F)C1=CC(=C(S1)NC1=CC=C2C(=N1)CN(C2=O)CCO)C(=O)N (5-[2,6-Difluoro-4-(1-hydroxy-1-methylethyl)phenyl]-2-{[6-(2-hydroxyethyl)-5-oxo-6,7-dihydro-5H-pyrrolo[3,4-b]pyridin-2-yl]amino}thiophene-3-carboxamide). RXN SMILES: [NH2:1][C:2]1[S:3][C:4]([C:10]2[C:15]([F:16])=[CH:14][C:13]([C:17]([OH:20])([CH3:19])[CH3:18])=[CH:12][C:11]=2[F:21])=[CH:5][C:6]=1[C:7]([NH2:9])=[O:8].Cl[C:23]1[N:28]=[C:27]2[CH2:29][N:30]([CH2:33][CH2:34][OH:35])[C:31](=[O:32])[C:26]2=[CH:25][CH:24]=1.C([O-])([O-])=O.[K+].[K+].CC(C1C=C(C(C)C)C(C2C=CC=CC=2P(C2CCCCC2)C2CCCCC2)=C(C(C)C)C=1)C.C(O)(CC)(C)C>C1C=CC(/C=C/C(/C=C/C2C=CC=CC=2)=O)=CC=1.C1C=CC(/C=C/C(/C=C/C2C=CC=CC=2)=O)=CC=1.C1C=CC(/C=C/C(/C=C/C2C=CC=CC=2)=O)=CC=1.[Pd].[Pd]>[F:16][C:15]1[CH:14]=[C:13]([C:17]([OH:20])([CH3:18])[CH3:19])[CH:12]=[C:11]([F:21])[C:10]=1[C:4]1[S:3][C:2]([NH:1][C:23]2[N:28]=[C:27]3[CH2:29][N:30]([CH2:33][CH2:34][OH:35])[C:31](=[O:32])[C:26]3=[CH:25][CH:24]=2)=[C:6]([C:7]([NH2:9])=[O:8])[CH:5]=1 |f:2.3.4,7.8.9.10.11|. Procedure: 2-Amino-5-[2,6-difluoro-4-(1-hydroxy-1-methylethyl)phenyl]thiophene-3-carboxamide (90 mg, 0.29 mmol), 2-chloro-6-(2-hydroxyethyl)-6,7-dihydro-5H-pyrrolo[3,4-b]pyridin-5-one (61 mg, 0.29 mmol), Pd2dba3 (26.4 mg, 0.029 mmol), K2CO3 (43.8 mg, 0.317 mmol) and X-Phos (68.7 mg, 0.144 mmol) were added to a 2 mL microwave vial. Degassed tert-amyl alcohol (0.7 mL) was added and the vial evacuated and back-filled with nitrogen (3×). The resulting mixture was stirred at 100° C. overnight. Room temperature ... Starting materials: NC=1N(C=C(N1)CCCCCC#C)C(=O)OC(C)(C)C (tert-butyl 2-amino-4-(hept-6-ynyl)-1H-imidazole-1-carboxylate), N(=[N+]=[N-])CCNC(C=CC1=CC=CC=C1)=O (N-(2-azidoethyl)cinnamamide). The product is NC=1N(C=C(N1)CCCCCC=1N=NN(C1)CCNC(\C=C\C1=CC=CC=C1)=O)C(=O)OC(C)(C)C ((E)-tert-butyl 2-amino-4-(5-(1-(2-cinnamamidoethyl)-1H-1,2,3-triazol-4-yl)pentyl)-1H-imidazole-1-carboxylate). Reaction SMILES: [NH2:1][C:2]1[N:3]([C:14]([O:16][C:17]([CH3:20])([CH3:19])[CH3:18])=[O:15])[CH:4]=[C:5]([CH2:7][CH2:8][CH2:9][CH2:10][CH2:11][C:12]#[CH:13])[N:6]=1.[N:21]([CH2:24][CH2:25][NH:26][C:27](=[O:36])[CH:28]=[CH:29][C:30]1[CH:35]=[CH:34][CH:33]=[CH:32][CH:31]=1)=[N+:22]=[N-:23]>>[NH2:1][C:2]1[N:3]([C:14]([O:16][C:17]([CH3:20])([CH3:19])[CH3:18])=[O:15])[CH:4]=[C:5]([CH2:7][CH2:8][CH2:9][CH2:10][CH2:11][C:12]2[N:23]=[N:22][N:21]([CH2:24][CH2:25][NH:26][C:27](=[O:36])/[CH:28]=[CH:29]/[C:30]3[CH:35]=[CH:34][CH:33]=[CH:32][CH:31]=3)[CH:13]=2)[N:6]=1. Procedure details: tert-butyl 2-amino-4-(hept-6-ynyl)-1H-imidazole-1-carboxylate (0.106 g, 0.384 mmol) was reacted with N-(2-azidoethyl)cinnamamide (0.083 g, 0.384 mmol) following the general click procedure to give (E)-tert-butyl 2-amino-4-(5-(1-(2-cinnamamidoethyl)-1H-1,2,3-triazol-4-yl)pentyl)-1H-imidazole-1-carboxylate 1H NMR (300 MHz, CDCl3) δ 7.67 (s, 1H), δ 7.51 (d, 1H), δ 7.28 (m, 6H), δ 6.45 (t, 2H), δ 6.08 (s, 2H), δ 4.47 (s, 2H), δ 3.79 (s, 2H), δ 2.57 (s, 2H), δ 2.23 (s, 2H), δ 1.50 (bs, 13H), δ 1.28 (...